This data is from the Open Reaction Database (ORD), a public repository of structured organic reaction records. The task is: describe an organic reaction: reactants, conditions, products, and yield The reactants are [C-]#N, C1COCCN1, CCOC(C)=O, CCO, [K+], O=CC1CCC2(CC1)OCCO2, O. Yields the product N#CC(C1CCC2(CC1)OCCO2)N1CCOCC1. As a reaction SMILES: [C-:1]#[N:2].[CH2:4]1[CH2:5][O:6][CH2:7][CH2:8][NH:9]1.[CH3:22][CH2:23][O:24][C:25](=[O:26])[CH3:27].[CH3:28][CH2:29][OH:30].[K+:3].[O:10]1[CH2:11][CH2:12][O:13][C:14]12[CH2:15][CH2:16][CH:17]([CH:20]=[O:21])[CH2:18][CH2:19]2.[OH2:31]>>[C:1](#[N:2])[CH:20]([N:9]1[CH2:4][CH2:5][O:6][CH2:7][CH2:8]1)[CH:17]1[CH2:16][CH2:15][C:14]2([O:10][CH2:11][CH2:12][O:13]2)[CH2:19][CH2:18]1.